Task: describe an organic reaction: reactants, conditions, products, and yield. Dataset: the Open Reaction Database (ORD), a public repository of structured organic reaction records Isolated yield 53.0%. Reactants: BrCC=CC (1-bromo-2-butene), CC(C)([O-])C.[K+] (potassium tert-butoxide), FC1=CC=C(C=C1)CCC(=O)C1=CC(=C(N1)C)C (5-[3-(4-fluorophenyl)propionyl]-2,3-dimethylpyrrole), C1COCCOCCOCCOCCOCCO1 (18-crown-6), ice water. The product is C(C=CC)N1C(=C(C=C1C(CCC1=CC=C(C=C1)F)=O)C)C (1-(2-Butenyl)--5-[3-(4-fluorophenyl)propionyl]-2,3-dimethylpyrrole). Run in O1CCCC1 (tetrahydrofuran). Run at time 20 minute. Procedure details: 0.82 g (0.00731 mole) of potassium tert-butoxide was added to a solution of 1.39 g (0.00567 mole) of 5-[3-(4-fluorophenyl)propionyl]-2,3-dimethylpyrrole and 0.19 g (0.00074 mole) of 18-crown-6 in 40 ml of tetrahydrofuran and the resulting mixture was stirred at room temperature for 20 minutes. 1.80 g (0.0115 mole) of 1-bromo-2-butene (a mixture of cis and trans isomers) were added to the mixture and stirred at room temperature for 4 hours. After completion of the reaction, the reaction mixture w... Reaction SMILES: CC(C)([O-])C.[K+].[F:7][C:8]1[CH:13]=[CH:12][C:11]([CH2:14][CH2:15][C:16]([C:18]2[NH:22][C:21]([CH3:23])=[C:20]([CH3:24])[CH:19]=2)=[O:17])=[CH:10][CH:9]=1.C1OCCOCCOCCOCCOCCOC1.Br[CH2:44][CH:45]=[CH:46][CH3:47]>O1CCCC1>[CH2:44]([N:22]1[C:18]([C:16](=[O:17])[CH2:15][CH2:14][C:11]2[CH:10]=[CH:9][C:8]([F:7])=[CH:13][CH:12]=2)=[CH:19][C:20]([CH3:24])=[C:21]1[CH3:23])[CH:45]=[CH:46][CH3:47] |f:0.1|. Conditions: time 20 hour. The yield is 51.0%. Reactants: C(C1=CC=CC=C1)NC(NC=1SC=C(N1)C(=O)O)=O (2-(3-benzyl-ureido)-thiazole-4-carboxylic acid), C1CCOC1 (THF), Cl.NC1=CC=C(C=C1)OCC(=O)OCC (ethyl 4-amino-phenyloxyacetate hydrochloride). The solvent is C(C)(=O)OCC (ethyl acetate). The product is C(C1=CC=CC=C1)NC(NC=1SC=C(N1)C(=O)NC1=CC=C(OCC(=O)OCC)C=C1)=O (ethyl (4-{[2-(3-benzyl-ureido)-thiazole-4-carbonyl]-amino}-phenoxy)-acetate). Reported procedure: 419 mg of 2-(3-benzyl-ureido)-thiazole-4-carboxylic acid, 265 mg of CDMT, 4.5 ml of THF and 0.18 ml of N-MM are 4.5 hrs. at RT. After the addition of 350 mg of ethyl 4-amino-phenyloxyacetate hydrochloride and 0.18 ml of N-MM the mixture is stirred for a further 20 hrs. at RT. For the working up, the mixture is diluted with ethyl acetate and washed in succession with dilute hydrochloric acid, water, dilute sodium carbonate solution, water and saturated sodium chloride solution, dried over sodium ... As a reaction SMILES: [CH2:1]([NH:8][C:9](=[O:19])[NH:10][C:11]1[S:12][CH:13]=[C:14]([C:16]([OH:18])=O)[N:15]=1)[C:2]1[CH:7]=[CH:6][CH:5]=[CH:4][CH:3]=1.C1COCC1.Cl.[NH2:26][C:27]1[CH:32]=[CH:31][C:30]([O:33][CH2:34][C:35]([O:37][CH2:38][CH3:39])=[O:36])=[CH:29][CH:28]=1>C(OCC)(=O)C>[CH2:1]([NH:8][C:9](=[O:19])[NH:10][C:11]1[S:12][CH:13]=[C:14]([C:16]([NH:26][C:27]2[CH:28]=[CH:29][C:30]([O:33][CH2:34][C:35]([O:37][CH2:38][CH3:39])=[O:36])=[CH:31][CH:32]=2)=[O:18])[N:15]=1)[C:2]1[CH:3]=[CH:4][CH:5]=[CH:6][CH:7]=1 |f:2.3|.